Dataset: the Open Reaction Database (ORD), a public repository of structured organic reaction records. Task: describe an organic reaction: reactants, conditions, products, and yield Reaction SMILES: Cl[C:2]1[C:7]2[CH:8]=[C:9]([S:11]([O-:13])=[O:12])[S:10][C:6]=2[CH:5]=[CH:4][N:3]=1.[Li+].[CH2:15](Br)[C:16]1[CH:21]=[CH:20][CH:19]=[CH:18][CH:17]=1.[C:23]([O:27][C:28]([N:30]1[CH2:35][CH2:34][NH:33][CH2:32][CH2:31]1)=[O:29])([CH3:26])([CH3:25])[CH3:24]>C(#N)C>[C:23]([O:27][C:28]([N:30]1[CH2:35][CH2:34][N:33]([C:2]2[C:7]3[CH:8]=[C:9]([S:11]([CH2:15][C:16]4[CH:21]=[CH:20][CH:19]=[CH:18][CH:17]=4)(=[O:13])=[O:12])[S:10][C:6]=3[CH:5]=[CH:4][N:3]=2)[CH2:32][CH2:31]1)=[O:29])([CH3:26])([CH3:24])[CH3:25] |f:0.1|. The product is C(C)(C)(C)OC(=O)N1CCN(CC1)C1=NC=CC2=C1C=C(S2)S(=O)(=O)CC2=CC=CC=C2 (tert-Butyl-4-[2-(benzylsulfonyl)thieno[3,2-c]pyridin-4-yl]piperazine-1-carboxylate). Procedure: Lithium 4-chlorothieno[3,2-c]pyridine-2-sulfinate (0.44 mmol) was treated with benzylbromide (0.59 mmol) as described in Method P above and then reacted further with tert-butyl-piperazine-1-carboxylate as described in Method Q. Yield 0.00 g (7% over two steps). Beige solid. 1H NMR (300 MHz, CDCl3) δ 8.14 (d, J=5.5 Hz 1H), 7.27-7.40 (m, 5H), 7.15-7.21 (m, 2H), 4.45 (s, 2H), 3.50-3.56 (m, 4H), 3.40-3.45 (m, 4H), 1.49 (s, 9H); MS (ESI+) for C23H27N3O4S2 m/z 474 (M+H)+. HPLC 77%, RT 3.93 min (ACE3 C... The solvent is C(C)#N (acetonitrile). The reactants are ClC1=NC=CC2=C1C=C(S2)S(=O)[O-].[Li+] (Lithium 4-chlorothieno[3,2-c]pyridine-2-sulfinate), C(C1=CC=CC=C1)Br (benzylbromide), C8, C(C)(C)(C)OC(=O)N1CCNCC1 (tert-butyl-piperazine-1-carboxylate). The reactants are C1(CCCC1)C(CCC1=CC(=C(C=C1)C1(CC1)C#N)F)(CC=1OC(OC(C1)=O)(C)C)O (1-{4-[3-Cyclopentyl-4-(2,2-dimethyl-6-oxo-6H-[1,3]dioxin-4-yl)-3-hydroxy-butyl]2-fluoro-phenyl}-cyclopropanecarbonitrile), [OH-].[Na+] (NaOH). Yields the product C1(CCCC1)C1(OC(CC(C1)=O)=O)CCC1=CC(=C(C=C1)C1(CC1)C#N)F (1-{4-[2-(2-Cyclopentyl-4,6-dioxo-tetrahydro-pyran-2-yl)-ethyl]-2-fluoro-phenyl}-cyclopropanecarbonitrile). Yield: 47.3%. As a reaction SMILES: [CH:1]1([C:6]([OH:31])([CH2:21][C:22]2[O:23]C(C)(C)[O:25][C:26](=O)[CH:27]=2)[CH2:7][CH2:8][C:9]2[CH:14]=[CH:13][C:12]([C:15]3([C:18]#[N:19])[CH2:17][CH2:16]3)=[C:11]([F:20])[CH:10]=2)[CH2:5][CH2:4][CH2:3][CH2:2]1.[OH-].[Na+]>>[CH:1]1([C:6]2([CH2:7][CH2:8][C:9]3[CH:14]=[CH:13][C:12]([C:15]4([C:18]#[N:19])[CH2:16][CH2:17]4)=[C:11]([F:20])[CH:10]=3)[CH2:21][C:22](=[O:23])[CH2:27][C:26](=[O:25])[O:31]2)[CH2:5][CH2:4][CH2:3][CH2:2]1 |f:1.2|. Procedure: A solution of 1-{4-[3-Cyclopentyl-4-(2,2-dimethyl-6-oxo-6H-[1,3]dioxin-4-yl)-3-hydroxy-butyl]2-fluoro-phenyl}-cyclopropanecarbonitrile (0.9 g, 2.1 mmol) from Step 6 below in NaOH (0.3 M in MeOH, 21 mL, 6.3 mmol) was stirred at room temperature for 3 hours. The reaction was then quenched with 100 mL saturated NH4Cl and 5 mL 1 N HCl. To this solution was added 100 mL CH2Cl2 and the layers were separated. The aqueous layer was extracted with 2×100 mL CH2Cl2 and the organic layers were combined. Aft...